From a dataset of the Open Reaction Database (ORD), a public repository of structured organic reaction records. describe an organic reaction: reactants, conditions, products, and yield Starting materials: ClCCl, OCc1ccccc1Oc1ccccc1, O=S(Cl)Cl. The product is ClCc1ccccc1Oc1ccccc1. As a reaction SMILES: [Cl:20][CH2:21][Cl:22].[O:5]([c:6]1[cH:7][cH:8][cH:9][cH:10][cH:11]1)[c:12]1[c:13]([CH2:14][OH:15])[cH:16][cH:17][cH:18][cH:19]1.[S:1]([Cl:2])([Cl:3])=[O:4]>>[Cl:3][CH2:14][c:13]1[c:12]([O:5][c:6]2[cH:7][cH:8][cH:9][cH:10][cH:11]2)[cH:19][cH:18][cH:17][cH:16]1. The reactants are CNC(=O)C(CC(C)C)Nc1nc(-c2cnn(C)c2)c2c(c1F)CN(Cc1ccc(OC)cc1OC)C2=O, O=C(O)C(F)(F)F. Product: CNC(=O)C(CC(C)C)Nc1nc(-c2cnn(C)c2)c2c(c1F)CNC2=O. RXN SMILES: [CH3:1][O:2][c:3]1[cH:4][c:5]([O:33][CH3:34])[cH:35][cH:36][c:37]1[CH2:38][N:6]1[C:7](=[O:32])[c:8]2[c:9](-[c:26]3[cH:27][n:28][n:29]([CH3:31])[cH:30]3)[n:10][c:11]([NH:16][CH:17]([C:18](=[O:19])[NH:20][CH3:21])[CH2:22][CH:23]([CH3:24])[CH3:25])[c:12]([F:15])[c:13]2[CH2:14]1.[F:39][C:40]([F:41])([F:42])[C:43]([OH:44])=[O:45]>>[NH:6]1[C:7](=[O:32])[c:8]2[c:9](-[c:26]3[cH:27][n:28][n:29]([CH3:31])[cH:30]3)[n:10][c:11]([NH:16][CH:17]([C:18](=[O:19])[NH:20][CH3:21])[CH2:22][CH:23]([CH3:24])[CH3:25])[c:12]([F:15])[c:13]2[CH2:14]1. Reactants: C(C)(C)(C)OC(NC1=C(C=C(C(=C1)OCC)C(F)(F)F)N)=O ((2-amino-5-ethoxy-4-trifluoromethyl-phenyl)-carbamic acid tert.-butyl ester), CC1(OC(=CC(O1)=O)C1=CC(=CC=C1)N1N=NC=C1)C (2,2-dimethyl-6-(3-[1,2,3]triazol-1-yl-phenyl)-[1,3]dioxin-4-one). Reported procedure: The title compound was prepared from (2-amino-5-ethoxy-4-trifluoromethyl-phenyl)-carbamic acid tert.-butyl ester (Example J11) (240 mg. 0.75 mmol) and 2,2-dimethyl-6-(3-[1,2,3]triazol-1-yl-phenyl)-[1,3]dioxin-4-one (Example L9) (215 mg, 0.75 mmol) according to the general procedure M. Obtained as an off-white solid (245 mg). As a reaction SMILES: [C:1]([O:5][C:6](=[O:22])[NH:7][C:8]1[CH:13]=[C:12]([O:14][CH2:15][CH3:16])[C:11]([C:17]([F:20])([F:19])[F:18])=[CH:10][C:9]=1[NH2:21])([CH3:4])([CH3:3])[CH3:2].CC1(C)[O:29][C:28](=O)[CH:27]=[C:26]([C:31]2[CH:36]=[CH:35][CH:34]=[C:33]([N:37]3[CH:41]=[CH:40][N:39]=[N:38]3)[CH:32]=2)[O:25]1>>[C:1]([O:5][C:6](=[O:22])[NH:7][C:8]1[CH:13]=[C:12]([O:14][CH2:15][CH3:16])[C:11]([C:17]([F:20])([F:19])[F:18])=[CH:10][C:9]=1[NH:21][C:28](=[O:29])[CH2:27][C:26](=[O:25])[C:31]1[CH:36]=[CH:35][CH:34]=[C:33]([N:37]2[CH:41]=[CH:40][N:39]=[N:38]2)[CH:32]=1)([CH3:2])([CH3:3])[CH3:4]. Product: C(C)(C)(C)OC(NC1=C(C=C(C(=C1)OCC)C(F)(F)F)NC(CC(C1=CC(=CC=C1)N1N=NC=C1)=O)=O)=O ({5-Ethoxy-2-[3-oxo-3-(3-[1,2,3]triazol-1-yl-phenyl)-propionylamino]-4-trifluoromethyl-phenyl}-carbamic Acid tert.-Butyl Ester), solid. The reactants are ClC1=CC=C(C(=O)O)C=C1 (4-chlorobenzoic acid), OCNC(C(Cl)Cl)=O (N-hydroxymethyl dichloroacetamide), ice. Run in S(O)(O)(=O)=O (sulfuric acid). Run at time 2 day. The product is title compound, ClC1=C(C=C(C(=O)O)C=C1)CNC(C(Cl)Cl)=O (4-chloro-3-dichloroacetylaminomethylbenzoic acid). The yield is 88.4%. RXN SMILES: [Cl:1][C:2]1[CH:10]=[CH:9][C:5]([C:6]([OH:8])=[O:7])=[CH:4][CH:3]=1.O[CH2:12][NH:13][C:14](=[O:18])[CH:15]([Cl:17])[Cl:16]>S(=O)(=O)(O)O>[Cl:1][C:2]1[CH:10]=[CH:9][C:5]([C:6]([OH:8])=[O:7])=[CH:4][C:3]=1[CH2:12][NH:13][C:14](=[O:18])[CH:15]([Cl:17])[Cl:16]. Procedure details: The title compound was prepared by modification of procedures previously reported in the literature (Felder et al (1965) Helv. Chim. Acta, 48: 259). To a solution of 4-chlorobenzoic acid (15.7 g, 100 mmol) in 150 ml of concentrated sulfuric acid was added N-hydroxymethyl dichloroacetamide (23.7 g, 150 mmol) in portions. The reaction mixture was stirred at room temperature for 2 days, poured onto 375 g of ice, stirred for 1 hour, the solid was collected by filtration, and washed with H2O. The moi... Reactants: BrC=1C(=NOC1C)N[C@@H](CC(C)C)C(=O)NCC#N (N2-(4-bromo-5-methylisoxazol-3-yl)-N1-(cyanomethyl)leucinamide), C(C)(C)(C)OC(=O)N1CCN(CC1)C1=CC=C(C=C1)B(O)O (4-[4-(tert-butoxycarbonyl)-1-piperazinyl]phenylboronic acid). Yields the product C(#N)CNC([C@@H](NC1=NOC(=C1C1=CC=C(C=C1)N1CCNCC1)C)CC(C)C)=O (N1-(Cyanomethyl)-N2-[5-Methyl-4-(4-Piperazin-1-ylphenyl)Isoxazol-3-yl]Leucinamide). As a reaction SMILES: Br[C:2]1[C:3]([NH:8][C@H:9]([C:14]([NH:16][CH2:17][C:18]#[N:19])=[O:15])[CH2:10][CH:11]([CH3:13])[CH3:12])=[N:4][O:5][C:6]=1[CH3:7].C(OC([N:27]1[CH2:32][CH2:31][N:30]([C:33]2[CH:38]=[CH:37][C:36](B(O)O)=[CH:35][CH:34]=2)[CH2:29][CH2:28]1)=O)(C)(C)C>>[C:18]([CH2:17][NH:16][C:14](=[O:15])[C@H:9]([CH2:10][CH:11]([CH3:13])[CH3:12])[NH:8][C:3]1[C:2]([C:36]2[CH:35]=[CH:34][C:33]([N:30]3[CH2:29][CH2:28][NH:27][CH2:32][CH2:31]3)=[CH:38][CH:37]=2)=[C:6]([CH3:7])[O:5][N:4]=1)#[N:19]. Procedure: N2-(4-bromo-5-methylisoxazol-3-yl)-N1-(cyanomethyl)leucinamide was treated with 4-[4-(tert-butoxycarbonyl)-1-piperazinyl]phenylboronic acid (prepared as described in Example 1) as described in Example 1 to afford, after BOC removal with methanesulfonic acid as described in Example 1, N1-(cyanomethyl)-N2-[5-methyl-4-(4-piperazin-1-ylphenyl)isoxazol-3-yl]leucinamide. MS (+APCI): 411.4 [M+1]+